This data is from the Open Reaction Database (ORD), a public repository of structured organic reaction records. The task is: describe an organic reaction: reactants, conditions, products, and yield Reactants: C[O-].[Na+] (sodium methoxide), C(C1=CC=CC=C1)OC1=CC2=C(CCCCC2=O)C=C1 (3-benzyloxy-5-oxo-6,7,8,9-tetrahydro-5H-benzocycloheptene), C(OC)(OC)=O (dimethyl carbonate), Cl (hydrochloric acid). Run at temperature 110 celsius. Product: C(C1=CC=CC=C1)OC1=CC2=C(CCCC(C2=O)C(=O)OC)C=C1 (methyl 3-benzyloxy-5-oxo-6,7,8,9-tetrahydro-5H-benzocycloheptene-6-carboxylate). Reaction SMILES: [CH2:1]([O:8][C:9]1[CH:20]=[CH:19][C:12]2[CH2:13][CH2:14][CH2:15][CH2:16][C:17](=[O:18])[C:11]=2[CH:10]=1)[C:2]1[CH:7]=[CH:6][CH:5]=[CH:4][CH:3]=1.C[O-].[Na+].Cl.[C:25](=O)([O:28]C)[O:26][CH3:27]>>[CH2:1]([O:8][C:9]1[CH:20]=[CH:19][C:12]2[CH2:13][CH2:14][CH2:15][CH:16]([C:25]([O:26][CH3:27])=[O:28])[C:17](=[O:18])[C:11]=2[CH:10]=1)[C:2]1[CH:3]=[CH:4][CH:5]=[CH:6][CH:7]=1 |f:1.2|. Procedure details: To 3-benzyloxy-5-oxo-6,7,8,9-tetrahydro-5H-benzocycloheptene (2.72 g) dissolved in dimethyl carbonate (30 ml) was added sodium methoxide (2.70 g, 50.0 mmol), and the resulting mixture was stirred at reflux with heating (110° C.) for 6 hours. The reaction mixture was mixed with 1 N hydrochloric acid (60 ml) under ice cooling and was concentrated under reduced pressure to remove the organic solvent, and the aqueous layer was then extracted with ethyl acetate (30 ml×3). The combined organic layers ... Reactants: COCCC1=C(N=CS1)C (5-(2-methoxyethyl)-4-methylthiazole), COCCC1=C(N=C(S1)C(C(F)(F)F)=O)C (5-(2-methoxyethyl)-4-methyl-2-trifluoroacetylthiazole), d6. Run in CS(=O)C (DMSO). The product is COCCC1=C(N=C(S1)C(C(F)(F)F)(O)C=1SC(=C(N1)C)CCOC)C (1,1-Bis(5-(2-methoxyethyl)-4-methyl-2-thiazolyl)-2,2,2- trifluoroethanol). As a reaction SMILES: [CH3:1][O:2][CH2:3][CH2:4][C:5]1[S:9][CH:8]=[N:7][C:6]=1[CH3:10].[CH3:11][O:12][CH2:13][CH2:14][C:15]1[S:19][C:18]([C:20](=[O:25])[C:21]([F:24])([F:23])[F:22])=[N:17][C:16]=1[CH3:26]>CS(C)=O>[CH3:1][O:2][CH2:3][CH2:4][C:5]1[S:9][C:8]([C:20]([C:18]2[S:19][C:15]([CH2:14][CH2:13][O:12][CH3:11])=[C:16]([CH3:26])[N:17]=2)([OH:25])[C:21]([F:24])([F:23])[F:22])=[N:7][C:6]=1[CH3:10]. Reported procedure: From 5-(2-methoxyethyl)-4-methylthiazole and 5-(2-methoxyethyl)-4-methyl-2-trifluoroacetylthiazole. M.p. 68°-69° C. 13C Nmr (d6 -DMSO) 14.6, 26.0, 57.7, 71.4, 77.0 (q, J 30 Hz), 123.1 (q, J 286 Hz), 131.4, 148.1 and 162.0 ppm. The reactants are Clc1nc(Nc2cc[nH]n2)cc2ccccc12, OB(O)c1cccnc1. Yields the product c1cncc(-c2nc(Nc3cc[nH]n3)cc3ccccc23)c1. RXN SMILES: [Cl:1][c:2]1[n:3][c:4]([NH:12][c:13]2[n:14][nH:15][cH:16][cH:17]2)[cH:5][c:6]2[cH:7][cH:8][cH:9][cH:10][c:11]12.[n:18]1[cH:19][c:20]([B:24]([OH:25])[OH:26])[cH:21][cH:22][cH:23]1>>[c:2]1(-[c:20]2[cH:19][n:18][cH:23][cH:22][cH:21]2)[n:3][c:4]([NH:12][c:13]2[n:14][nH:15][cH:16][cH:17]2)[cH:5][c:6]2[cH:7][cH:8][cH:9][cH:10][c:11]12. Reactants: CC1(CCNCC1)COC1=CC=NC=2N(C3=C(C21)C=C(N=C3)C#N)COCC[Si](C)(C)C (4-((4-methylpiperidin-4-yl)methoxy)-9-(2-trimethylsilanyl-ethoxymethyl)-9H-dipyrido[2,3-b;4′,3′-d]pyrrole-6-carbonitrile), C(C)=O (acetaldehyde), C(C)(=O)O[BH-](OC(C)=O)OC(C)=O.[Na+] (sodium triacetoxyborohydride). The solvent is C(Cl)Cl (methylene chloride), C([O-])(O)=O.[Na+] (sodium bicarbonate), C(Cl)Cl (methylene chloride). Conditions: time 10 minute. Yields the product C(C)N1CCC(CC1)(C)COC1=CC=NC=2N(C3=C(C21)C=C(N=C3)C#N)COCC[Si](C)(C)C (4-((1-ethyl-4-methylpiperidin-4-yl)methoxy)-9-(2-trimethylsilanyl-ethoxymethyl)-9H-dipyrido[2,3-b;4′,3′-d]pyrrole-6-carbonitrile). As a reaction SMILES: [CH3:1][C:2]1([CH2:8][O:9][C:10]2[C:18]3[C:17]4[CH:19]=[C:20]([C:23]#[N:24])[N:21]=[CH:22][C:16]=4[N:15]([CH2:25][O:26][CH2:27][CH2:28][Si:29]([CH3:32])([CH3:31])[CH3:30])[C:14]=3[N:13]=[CH:12][CH:11]=2)[CH2:7][CH2:6][NH:5][CH2:4][CH2:3]1.[CH:33](=O)[CH3:34].C(O[BH-](OC(=O)C)OC(=O)C)(=O)C.[Na+]>C(Cl)Cl.C(=O)(O)[O-].[Na+]>[CH2:33]([N:5]1[CH2:4][CH2:3][C:2]([CH2:8][O:9][C:10]2[C:18]3[C:17]4[CH:19]=[C:20]([C:23]#[N:24])[N:21]=[CH:22][C:16]=4[N:15]([CH2:25][O:26][CH2:27][CH2:28][Si:29]([CH3:31])([CH3:30])[CH3:32])[C:14]=3[N:13]=[CH:12][CH:11]=2)([CH3:1])[CH2:7][CH2:6]1)[CH3:34] |f:2.3,5.6|. Reported procedure: To a solution of 4-((4-methylpiperidin-4-yl)methoxy)-9-(2-trimethylsilanyl-ethoxymethyl)-9H-dipyrido[2,3-b;4′,3′-d]pyrrole-6-carbonitrile (75 mg, 0.17 mmol) in methylene chloride (1.1 mL) was added acetaldehyde (14 uL, 0.25 mmol) and sodium triacetoxyborohydride (53 mg, 0.25 mmol), and the mixture was stirred at ambient temperature for 10 minutes. The reaction mixture was diluted with saturated aqueous sodium bicarbonate solution (50 mL) and methylene chloride (50 mL). The organic layer was sepa... The product is [N+](=O)([O-])C1=CC=C2C(=C(NC2=C1)N1C=CC=C1)C#N (6-nitro-2-pyrrol-1-yl-1H-indole-3-carbonitrile), C(C)N1C=C(C2=CC=C(C=C12)OC)C#N (1-ethyl-6-methoxy-1H-indole-3-carbonitrile). Procedure: A solution of 2-amino-6-nitro-1H-indole-3-carbonitrile (362 mg, 1.79 mmol) in acetic acid (5 mL) is treated with 2,5-dimethoxytetrahydrofuran (0.30 mL, 2.27 mmol), and the solution is heated to reflux for 14 h. After cooling to ambient temperature, the solution is poured into water (100 mL), and solid sodium bicarbonate is added until CO2 evolution ceased. The mixture is extracted with EtOAc (2×100 mL), and the extracts are washed with saturated brine, combined, dried over MgSO4, filtered and co... Reactants: C([O-])(O)=O.[Na+] (sodium bicarbonate), NC=1NC2=CC(=CC=C2C1C#N)[N+](=O)[O-] (2-amino-6-nitro-1H-indole-3-carbonitrile), COC1OC(CC1)OC (2,5-dimethoxytetrahydrofuran), C(=O)=O (CO2). Solvent: O (water), C(C)(=O)O (acetic acid). As a reaction SMILES: [NH2:1][C:2]1[NH:3][C:4]2[C:9]([C:10]=1[C:11]#[N:12])=[CH:8][CH:7]=[C:6]([N+:13]([O-:15])=[O:14])[CH:5]=2.CO[CH:18]1[CH2:22][CH2:21][CH:20](OC)O1.[C:25](=[O:28])(O)[O-].[Na+].C(=O)=O>C(O)(=O)C.O>[N+:13]([C:6]1[CH:5]=[C:4]2[C:9]([C:10]([C:11]#[N:12])=[C:2]([N:1]3[CH:18]=[CH:22][CH:21]=[CH:20]3)[NH:3]2)=[CH:8][CH:7]=1)([O-:15])=[O:14].[CH2:18]([N:3]1[C:4]2[C:9](=[CH:8][CH:7]=[C:6]([O:28][CH3:25])[CH:5]=2)[C:10]([C:11]#[N:12])=[CH:2]1)[CH3:22] |f:2.3|.